This data is from the Open Reaction Database (ORD), a public repository of structured organic reaction records. The task is: describe an organic reaction: reactants, conditions, products, and yield Reactants: COc1ccccc1CCNC(=O)c1ccc(C(F)(F)F)cc1, Cc1ccccc1, [K+], [OH-]. Yields the product COc1cccc2c1CCN=C2c1ccc(C(F)(F)F)cc1. As a reaction SMILES: [CH3:1][O:2][c:3]1[c:4]([CH2:5][CH2:6][NH:7][C:8]([c:9]2[cH:10][cH:11][c:12]([C:15]([F:16])([F:17])[F:18])[cH:13][cH:14]2)=[O:19])[cH:20][cH:21][cH:22][cH:23]1.[CH3:26][c:27]1[cH:28][cH:29][cH:30][cH:31][cH:32]1.[K+:25].[OH-:24]>>[CH3:1][O:2][c:3]1[c:4]2[c:20]([cH:21][cH:22][cH:23]1)[C:8]([c:9]1[cH:10][cH:11][c:12]([C:15]([F:16])([F:17])[F:18])[cH:13][cH:14]1)=[N:7][CH2:6][CH2:5]2. Starting materials: C(=O)(C(F)(F)F)O (TFA), CO[C@H]1[C@@H]2[C@H](OC1)[C@@H](CO2)OC=2N(C=1C(=NC(=C(C1)Cl)C1=CC=C(C=C1)C1=CC=CC=C1)N2)COCC[Si](C)(C)C (2-[[2-[[(3R,3aR,6R,6aR)-3-methoxy-2,3,3a,5,6,6a-hexahydrofuro[3,2-b]furan-6-yl]oxy]-6-chloro-5-(4-phenylphenyl)-imidazo[4,5-b]pyridin-1-yl]methoxy]ethyl-trimethyl-silane). Run in C(Cl)Cl (DCM). Run at time 1.5 hour. Product: CO[C@H]1[C@@H]2[C@H](OC1)[C@@H](CO2)OC=2NC=1C(=NC(=C(C1)Cl)C1=CC=C(C=C1)C1=CC=CC=C1)N2 (2-[[(3R,3aR,6R,6aR)-3-methoxy-2,3,3a,5,6,6a-hexahydrofuro[3,2-b]furan-6-yl]oxy]-6-chloro-5-(4-phenylphenyl)-1H-imidazo[4,5-b]pyridine). Reaction SMILES: C(O)(C(F)(F)F)=O.[CH3:8][O:9][C@@H:10]1[CH2:14][O:13][C@@H:12]2[C@H:15]([O:18][C:19]3[N:20](COCC[Si](C)(C)C)[C:21]4[C:22]([N:40]=3)=[N:23][C:24]([C:28]3[CH:33]=[CH:32][C:31]([C:34]5[CH:39]=[CH:38][CH:37]=[CH:36][CH:35]=5)=[CH:30][CH:29]=3)=[C:25]([Cl:27])[CH:26]=4)[CH2:16][O:17][C@H:11]12>C(Cl)Cl>[CH3:8][O:9][C@@H:10]1[CH2:14][O:13][C@@H:12]2[C@H:15]([O:18][C:19]3[NH:20][C:21]4[C:22]([N:40]=3)=[N:23][C:24]([C:28]3[CH:33]=[CH:32][C:31]([C:34]5[CH:39]=[CH:38][CH:37]=[CH:36][CH:35]=5)=[CH:30][CH:29]=3)=[C:25]([Cl:27])[CH:26]=4)[CH2:16][O:17][C@H:11]12. Procedure: TFA (0.7 ml, 9.09 mmol) was added to a stirred solution of 2-[[2-[[(3R,3aR,6R,6aR)-3-methoxy-2,3,3a,5,6,6a-hexahydrofuro[3,2-b]furan-6-yl]oxy]-6-chloro-5-(4-phenylphenyl)-imidazo[4,5-b]pyridin-1-yl]methoxy]ethyl-trimethyl-silane in DCM (0.7 ml). The reaction mixture was stirred at room temperature. After 1.5 hours, the reaction mixture was evaporated under reduced pressure to give a colorless residue. This material was purified by preparative HPLC reverse phase (C-18), using a 30×150 mm Sunfire™... The reactants are C1(=CC=CC=C1)S(=O)(=O)Cl (benzenesulphonyl chloride), Cl (HCl), CC=1C=CC=CC1C (o-xylene). Reagents/catalysts: [Fe](Cl)(Cl)Cl (iron(III) chloride). Conditions: temperature 110 celsius. The product is C1(=CC=CC=C1)S(=O)(=O)C1=CC(=C(C=C1)C)C (4-Benzenesulphonyl-1,2,-dimethylbenzene). Reaction SMILES: [C:1]1([S:7](Cl)(=[O:9])=[O:8])[CH:6]=[CH:5][CH:4]=[CH:3][CH:2]=1.Cl.[CH3:12][C:13]1[CH:14]=[CH:15][CH:16]=[CH:17][C:18]=1[CH3:19]>[Fe](Cl)(Cl)Cl>[C:1]1([S:7]([C:15]2[CH:16]=[CH:17][C:18]([CH3:19])=[C:13]([CH3:12])[CH:14]=2)(=[O:9])=[O:8])[CH:6]=[CH:5][CH:4]=[CH:3][CH:2]=1. Procedure details: 110 g of o-xylene, 176 g of benzenesulphonyl chloride and 0.16 g of iron(III) chloride are brought together at room temperature and the mixture is heated at 110° C. in the course of 2 hours. When the evolution of HCl has ended, the mixture is heated to 140° C. and the product is discharged onto a metal sheet. On cooling, the melt solidifies to a colourless mass. Yield: 243 g. Reactants: C=CC1=CC=CC=C1 (Styrene), C(C=C)(=O)O (acrylic acid), N(=NC(C#N)(C)C)C(C#N)(C)C (azobisisobutyronitrile). Run in C1=CC=CC=C1 (benzene). Reaction conditions: time 48 hour. Yields the product C(=CC1=CC=CC=C1)C=CC(=O)O (styrene-acrylic acid). As a reaction SMILES: [CH2:1]=[CH:2][C:3]1[CH:8]=[CH:7][CH:6]=[CH:5][CH:4]=1.[C:9]([OH:13])(=[O:12])[CH:10]=[CH2:11].N(C(C)(C)C#N)=NC(C)(C)C#N>C1C=CC=CC=1>[CH:1]([CH:11]=[CH:10][C:9]([OH:13])=[O:12])=[CH:2][C:3]1[CH:8]=[CH:7][CH:6]=[CH:5][CH:4]=1. Reported procedure: Styrene and acrylic acid were dissolved in benzene in a total concentration of 30% by weight. An amount of 0.2% by weight based on the total monomers of azobisisobutyronitrile was added to the solution. The mixture was sealed in a tube under a nitrogen gas, and the polymerization was carried out at 70° C. over a period of 48 hours to provide a styrene-acrylic acid copolymer. Starting materials: COC1=CC=C2C(OC(C2=C1)=O)C(Cl)(Cl)Cl (6-methoxy-3-(trichloromethyl)isobenzofuran-1(3H)-one). The reagents and catalysts are [Zn] (Zinc). Solvent: C(C)(=O)O (acetic acid). Reaction conditions: time 30 minute. Yields the product ClC(=CC1=C(C(=O)O)C=C(C=C1)OC)Cl (2-(2,2-dichlorovinyl)-5-methoxybenzoic acid). Yield: 64.4%. As a reaction SMILES: [CH3:1][O:2][C:3]1[CH:11]=[C:10]2[C:6]([CH:7]([C:13](Cl)([Cl:15])[Cl:14])[O:8][C:9]2=[O:12])=[CH:5][CH:4]=1>[Zn].C(O)(=O)C>[Cl:14][C:13]([Cl:15])=[CH:7][C:6]1[CH:5]=[CH:4][C:3]([O:2][CH3:1])=[CH:11][C:10]=1[C:9]([OH:12])=[O:8]. Procedure: A 100 mL round-bottomed flask containing a stirring bar was charged with 6-methoxy-3-(trichloromethyl)isobenzofuran-1(3H)-one (3.09 g, 10.94 mmol) and glacial acetic acid (40.0 mL). Zinc dust (2.86 g, 43.76 mmol) was added in small portions over 30 min. to the stirred reaction mixture. The reaction was left stirring at room temperature for further 30 min. and then heated at reflux for 1 h. It was filtered hot over a pad of Celite and the filtrates were diluted with water. The precipitate formed ...